This data is from the Open Reaction Database (ORD), a public repository of structured organic reaction records. The task is: describe an organic reaction: reactants, conditions, products, and yield The reactants are C(C)(C)(C)N1S(C(=C(C1=O)Cl)C1=CC=CC=C1)(=O)=O (2-tert-Butyl-4-chloro-5-phenylisothiazol-3(2H)-one 1,1-dioxide), Cl.C(C)N (ethylamine hydrochloride), TEA. Solvent: CN(C)C=O (DMF). Run at temperature 130 celsius. Yields the product C(C)(C)(C)N1S(C(=C(C1=O)NCC)C1=CC=CC=C1)(=O)=O (2-tert-Butyl-4-(ethylamino)-5-phenylisothiazol-3(2H)-one 1,1-dioxide). Yield: 55.3%. RXN SMILES: [C:1]([N:5]1[C:9](=[O:10])[C:8](Cl)=[C:7]([C:12]2[CH:17]=[CH:16][CH:15]=[CH:14][CH:13]=2)[S:6]1(=[O:19])=[O:18])([CH3:4])([CH3:3])[CH3:2].Cl.[CH2:21]([NH2:23])[CH3:22]>CN(C=O)C>[C:1]([N:5]1[C:9](=[O:10])[C:8]([NH:23][CH2:21][CH3:22])=[C:7]([C:12]2[CH:17]=[CH:16][CH:15]=[CH:14][CH:13]=2)[S:6]1(=[O:19])=[O:18])([CH3:4])([CH3:3])[CH3:2] |f:1.2|. Procedure details: 2-tert-Butyl-4-chloro-5-phenylisothiazol-3(2H)-one 1,1-dioxide (0.175 g, 0.58 mmol), ethylamine hydrochloride (0.056 g, 0.69 mmol) and TEA (0.23 g, 2.31 mmol) was dissolved in dry DMF (3 ml) and heated in a microwave reactor at 130° C. for 30 mins. The reaction mixture was purified by preparative HPLC to yield the title compound (0.099 g, 55%). 1H NMR (500 MHz, CDCl3): δ 7.51-7.46 (m, 2H), 7.43-7.38 (m, 3H), 5.21-5.12 (m, 1H), 2.89-2.80 (m, 2H), 1.72 (s, 9H), 1.01 (t, 3H); 13C NMR (125 MHz, CDCl... The reactants are CC(C)(C)CC1NC(C(=O)Nc2ccc(C(=O)OC(C)(C)C)c(F)c2)C(c2cccc(Cl)c2F)C1(C#N)c1ccc(Cl)cc1F, ClCCl, O=C(O)C(F)(F)F. Yields the product CC(C)(C)CC1NC(C(=O)Nc2ccc(C(=O)O)c(F)c2)C(c2cccc(Cl)c2F)C1(C#N)c1ccc(Cl)cc1F. RXN SMILES: [Cl:1][c:2]1[c:3]([F:45])[c:4]([CH:8]2[CH:9]([C:28](=[O:29])[NH:30][c:31]3[cH:32][c:33]([F:44])[c:34]([C:35](=[O:36])[O:37][C:38]([CH3:39])([CH3:40])[CH3:41])[cH:42][cH:43]3)[NH:10][CH:11]([CH2:23][C:24]([CH3:25])([CH3:26])[CH3:27])[C:12]2([C:13]#[N:14])[c:15]2[c:16]([F:22])[cH:17][c:18]([Cl:21])[cH:19][cH:20]2)[cH:5][cH:6][cH:7]1.[Cl:53][CH2:54][Cl:55].[F:46][C:47]([F:48])([F:49])[C:50]([OH:51])=[O:52]>>[Cl:1][c:2]1[c:3]([F:45])[c:4]([CH:8]2[CH:9]([C:28](=[O:29])[NH:30][c:31]3[cH:32][c:33]([F:44])[c:34]([C:35](=[O:36])[OH:37])[cH:42][cH:43]3)[NH:10][CH:11]([CH2:23][C:24]([CH3:25])([CH3:26])[CH3:27])[C:12]2([C:13]#[N:14])[c:15]2[c:16]([F:22])[cH:17][c:18]([Cl:21])[cH:19][cH:20]2)[cH:5][cH:6][cH:7]1. Reactants: CC=1NC=CN1 (2-methylimidazole), FC=1C=C(C(=O)OCC)C=CC1F (ethyl 3,4-difluorobenzoate). The product is FC=1C=C(C(N2C(=NC=C2)C)O)C=CC1 (3-Fluoro(2-methylimidazol-1-yl)benzyl alcohol). Reaction SMILES: [CH3:1][C:2]1[NH:3][CH:4]=[CH:5][N:6]=1.[F:7][C:8]1[CH:9]=[C:10]([CH:16]=[CH:17][C:18]=1F)[C:11](OCC)=[O:12]>>[F:7][C:8]1[CH:9]=[C:10]([CH:16]=[CH:17][CH:18]=1)[CH:11]([OH:12])[N:3]1[CH:4]=[CH:5][N:6]=[C:2]1[CH3:1]. Procedure details: Prepared from 2-methylimidazole and ethyl 3,4-difluorobenzoate. The reactants are C(C)(C)(C)OC(=O)N1CCC2(CCCN(C2=O)C=2C(=NC(=CC2)N2C[C@@H](CC2)N2[C@H](CCC2)C)C)CC1 (2-[2-methyl-6-((2S,3′R)-2-methyl-[1,3′]bipyrrolidinyl-1′-yl)-pyridin-3-yl]-1-oxo-2,9-diaza-spiro[5.5]undecane-9-carboxylic acid tert-butyl ester), Cl (HCl). Run in CO (methanol), CCO (EtOH). Conditions: time 20 hour. Product: Cl.CC1=NC(=CC=C1N1C(C2(CCC1)CCNCC2)=O)N2C[C@@H](CC2)N2[C@H](CCC2)C (2-[2-Methyl-6-((2S,3′R)-2-methyl-[1,3′]bipyrrolidinyl-1′-yl)-pyridin-3-yl]-2,9-diaza-spiro[5.5]undecan-1-one hydrochloride). Isolated yield 100.0%. RXN SMILES: C(OC([N:8]1[CH2:37][CH2:36][C:11]2([C:16](=[O:17])[N:15]([C:18]3[C:19]([CH3:35])=[N:20][C:21]([N:24]4[CH2:28][CH2:27][C@@H:26]([N:29]5[CH2:33][CH2:32][CH2:31][C@@H:30]5[CH3:34])[CH2:25]4)=[CH:22][CH:23]=3)[CH2:14][CH2:13][CH2:12]2)[CH2:10][CH2:9]1)=O)(C)(C)C.[ClH:38]>CO.CCO>[ClH:38].[CH3:35][C:19]1[C:18]([N:15]2[CH2:14][CH2:13][CH2:12][C:11]3([CH2:10][CH2:9][NH:8][CH2:37][CH2:36]3)[C:16]2=[O:17])=[CH:23][CH:22]=[C:21]([N:24]2[CH2:28][CH2:27][C@@H:26]([N:29]3[CH2:33][CH2:32][CH2:31][C@@H:30]3[CH3:34])[CH2:25]2)[N:20]=1 |f:4.5|. Procedure details: To a solution of 2-[2-methyl-6-((2S,3′R)-2-methyl-[1,3′]bipyrrolidinyl-1′-yl)-pyridin-3-yl]-1-oxo-2,9-diaza-spiro[5.5]undecane-9-carboxylic acid tert-butyl ester (20 mg, 0.04 mmol) in methanol (2 mL) was added a saturated solution of HCl in EtOH (2 mL) and stirred the resulting mixture for 20 hours. Concentrated the reaction mixture and dried under high vacuum to afford 20 mg (100% yield) of the title compound as a solid. Reactants: C(C)(C)(C)OC(=O)N1CC(CC1)NC(=O)C=1SC=CC1NC1=C2C(=NC=C1)NC=C2 (3-{[3-(1H-Pyrrolo[2,3-b]pyridin-4-ylamino)-thiophene-2-carbonyl]-amino}-pyrrolidine-1-carboxylic acid tert-butyl ester), C(C)OC(CCN)=O (3-amino-propionic acid ethyl ester). Reported procedure: This compound was prepared in an analogous manner as 3-{[3-(1H-Pyrrolo[2,3-b]pyridin-4-ylamino)-thiophene-2-carbonyl]-amino}-pyrrolidine-1-carboxylic acid tert-butyl ester using 3-amino-propionic acid ethyl ester instead of 1-BOC-3-aminopyrrolidine. LCMS (ESI) 359 (M+H) 1H NMR (400 MHz, DMSO-d6) δ ppm 11.54 (1H, br. s.) 10.27 (1H, s) 8.17 (1H, t, J=5.37 Hz) 8.02 (1H, d, J=5.47 Hz) 7.78 (1H, d, J=5.47 Hz) 7.47 (1H, d, J=5.47 Hz) 7.32 (1H, d, J=3.32 Hz) 6.81 (1H, d, J=5.47 Hz) 6.44 (1H, dd, J=3.42... Yields the product C(C)OC(CCNC(=O)C=1SC=CC1NC1=C2C(=NC=C1)NC=C2)=O (3-{[3-(1H-Pyrrolo[2,3-b]pyridin-4-ylamino)-thiophene-2-carbonyl]-amino}-propionic acid ethyl ester). Reaction SMILES: C(OC(N1CCC(N[C:14]([C:16]2[S:17][CH:18]=[CH:19][C:20]=2[NH:21][C:22]2[CH:27]=[CH:26][N:25]=[C:24]3[NH:28][CH:29]=[CH:30][C:23]=23)=[O:15])C1)=O)(C)(C)C.[CH2:31]([O:33][C:34](=[O:38])[CH2:35][CH2:36][NH2:37])[CH3:32]>>[CH2:31]([O:33][C:34](=[O:38])[CH2:35][CH2:36][NH:37][C:14]([C:16]1[S:17][CH:18]=[CH:19][C:20]=1[NH:21][C:22]1[CH:27]=[CH:26][N:25]=[C:24]2[NH:28][CH:29]=[CH:30][C:23]=12)=[O:15])[CH3:32]. The reactants are CC1(C2=C(C(=CC=C2)P(C3=CC=CC=C3)C4=CC=CC=C4)OC5=C(C=CC=C51)P(C6=CC=CC=C6)C7=CC=CC=C7)C (Xantphos), C([O-])([O-])=O.[Cs+].[Cs+] (cesium carbonate), C(C)N1CCN(CC1)C1=CC=C(C=N1)N (6-(4-ethylpiperazin-1-yl)pyridin-3-amine), ClC=1N=CC2=C(N1)C(=CS2)C=2C=C(C=CC2)NS(=O)(=O)C (N-(3-(2-chlorothieno[3,2-d]pyrimidin-7-yl)phenyl)methanesulfonamide). Reagents/catalysts: CC(=O)[O-].CC(=O)[O-].[Pd+2] (Pd(OAc)2). Solvent: O1CCOCC1 (dioxane). Run at temperature 120 celsius, time 6 hour. Yields the product C(C)N1CCN(CC1)C1=CC=C(C=N1)NC=1N=CC2=C(N1)C(=CS2)C=2C=C(C=CC2)NS(=O)(=O)C (N-(3-(2-(6-(4-ethylpiperazin-1-yl)pyridin-3-ylamino)thieno[3,2-d]pyrimidin-7-yl)phenyl)methanesulfonamide). Yield: 53.2%. Reaction SMILES: Cl[C:2]1[N:3]=[CH:4][C:5]2[S:10][CH:9]=[C:8]([C:11]3[CH:12]=[C:13]([NH:17][S:18]([CH3:21])(=[O:20])=[O:19])[CH:14]=[CH:15][CH:16]=3)[C:6]=2[N:7]=1.C(=O)([O-])[O-].[Cs+].[Cs+].[CH2:28]([N:30]1[CH2:35][CH2:34][N:33]([C:36]2[N:41]=[CH:40][C:39]([NH2:42])=[CH:38][CH:37]=2)[CH2:32][CH2:31]1)[CH3:29].CC1(C)C2C(=C(P(C3C=CC=CC=3)C3C=CC=CC=3)C=CC=2)OC2C(P(C3C=CC=CC=3)C3C=CC=CC=3)=CC=CC1=2>O1CCOCC1.CC([O-])=O.CC([O-])=O.[Pd+2]>[CH2:28]([N:30]1[CH2:31][CH2:32][N:33]([C:36]2[N:41]=[CH:40][C:39]([NH:42][C:2]3[N:3]=[CH:4][C:5]4[S:10][CH:9]=[C:8]([C:11]5[CH:12]=[C:13]([NH:17][S:18]([CH3:21])(=[O:20])=[O:19])[CH:14]=[CH:15][CH:16]=5)[C:6]=4[N:7]=3)=[CH:38][CH:37]=2)[CH2:34][CH2:35]1)[CH3:29] |f:1.2.3,7.8.9|. Reported procedure: N-(3-(2-chlorothieno[3,2-d]pyrimidin-7-yl)phenyl)methanesulfonamide (20 mg, 0.059 mmol) was dissolved in dioxane (1 mL) and then cesium carbonate (58 mg, 0.18 mmol) and 6-(4-ethylpiperazin-1-yl)pyridin-3-amine (18 mg, 0.088 mmol) were added. After flowing nitrogen gas to the reaction mixture for 10 minutes, Pd(OAc)2 (1 mg, 0.1 mmol) and Xantphos (4 mg, 0.12 mmol) were added. The reaction mixture was stirred at 120° C. for 6 hours and filtered with celite. The filtrate was diluted with ethyl acet... The reactants are COC(=O)C1CCC(=O)N1Cc1cccc(F)c1, [Na+], [OH-], O. Yields the product O=C(O)C1CCC(=O)N1Cc1cccc(F)c1. Reaction SMILES: [F:3][c:4]1[cH:5][c:6]([CH2:10][N:11]2[C:12](=[O:20])[CH2:13][CH2:14][CH:15]2[C:16](=[O:17])[O:18][CH3:19])[cH:7][cH:8][cH:9]1.[Na+:2].[OH-:1].[OH2:21]>>[F:3][c:4]1[cH:5][c:6]([CH2:10][N:11]2[C:12](=[O:20])[CH2:13][CH2:14][CH:15]2[C:16](=[O:17])[OH:18])[cH:7][cH:8][cH:9]1. Reactants: C(C)(C)N1N=CC=C1[C@H]1COCC[C@H]1CO ((±)((3S,4R)-3-(1-isopropyl-1H-pyrazol-5-yl)tetrahydro-2H-pyran-4-yl)methanol), OC1=C(C=O)C(=CC=C1)O (2,6-dihydroxybenzaldehyde), C1=CC=C(C=C1)P(C2=CC=CC=C2)C3=CC=CC=C3 (PPh3), CC(C)OC(=O)/N=N/C(=O)OC(C)C (DIAD). Run in C1CCOC1 (THF). Conditions: time 30 minute. Yields the product OC1=C(C=O)C(=CC=C1)OC[C@H]1[C@H](COCC1)C1=CC=NN1C(C)C ((±) 2-hydroxy-6-(((3S,4R)-3-(1-isopropyl-1H-pyrazol-5-yl)tetrahydro-2H-pyran-4-yl)methoxy)benzaldehyde). Isolated yield 7.9%. Reaction SMILES: [CH:1]([N:4]1[C:8]([C@@H:9]2[C@H:14]([CH2:15][OH:16])[CH2:13][CH2:12][O:11][CH2:10]2)=[CH:7][CH:6]=[N:5]1)([CH3:3])[CH3:2].[OH:17][C:18]1[CH:25]=[CH:24][CH:23]=[C:22](O)[C:19]=1[CH:20]=[O:21].C1C=CC(P(C2C=CC=CC=2)C2C=CC=CC=2)=CC=1.CC(OC(/N=N/C(OC(C)C)=O)=O)C>C1COCC1>[OH:17][C:18]1[CH:25]=[CH:24][CH:23]=[C:22]([O:16][CH2:15][C@@H:14]2[CH2:13][CH2:12][O:11][CH2:10][C@@H:9]2[C:8]2[N:4]([CH:1]([CH3:3])[CH3:2])[N:5]=[CH:6][CH:7]=2)[C:19]=1[CH:20]=[O:21]. Procedure: To a solution of (±)((3S,4R)-3-(1-isopropyl-1H-pyrazol-5-yl)tetrahydro-2H-pyran-4-yl)methanol (50 mg, 0.22 mmol) and 2,6-dihydroxybenzaldehyde (60 mg, 0.44 mmol) in THF (1 mL) was added PPh3 (120 mg, 0.44 mmol) and DIAD (0.09 mL, 0.44 mmol) at 0° C. After stirred for 30 min, the solution was concentrated and the residue was purified by column (Hexanes/EtOAc=60:40) to give impure product, which was further purified by prep HPLC (eluted with ACN/H2O) to give (±) 2-hydroxy-6-(((3S,4R)-3-(1-isopropy...